From a dataset of the Open Reaction Database (ORD), a public repository of structured organic reaction records. describe an organic reaction: reactants, conditions, products, and yield Starting materials: [Na] (sodium), C(C)OC(CC(=O)C(=O)OCC)=O (oxalacetic diethyl ester), O.FC(CNN)(F)F (2,2,2-trifluoroethylhydrazine hydrate). Solvent: C(C)(=O)O (acetic acid). Product: FC(CN1N=C(CC1=O)C(=O)OCC)(F)F (1-(2',2',2'-trifluoroethyl)-3-carbethoxy-2-pyrazolin-5-one). As a reaction SMILES: [Na].C(O[C:5](=[O:14])[CH2:6][C:7]([C:9]([O:11][CH2:12][CH3:13])=[O:10])=O)C.O.[F:16][C:17]([F:22])([F:21])[CH2:18][NH:19][NH2:20]>C(O)(=O)C>[F:16][C:17]([F:22])([F:21])[CH2:18][N:19]1[C:5](=[O:14])[CH2:6][C:7]([C:9]([O:11][CH2:12][CH3:13])=[O:10])=[N:20]1 |f:2.3,^1:0|. Procedure details: 1 Mole (221 g) of the sodium salt of oxalacetic diethyl ester and 1 mole (224 g) of 2,2,2-trifluoroethylhydrazine hydrate were stirred for 1 hour in 1 l of boiling acetic acid. The mixture was poured out on water and stirred. The product melting at 171° C. was filtered with suction. The reactants are C(C)(=O)OCC(CS(=O)(=O)N)(C)C (3-acetoxy-2,2-dimethyl-1-propanesulfonamide), CO.C[O-].[Na+] (sodium methoxide methanol). Run in CO (methanol). The product is OCC(CS(=O)(=O)N)(C)C (3-hydroxy-2,2,-dimethyl-1-propanesulfonamide). Yield: 77.6%. RXN SMILES: C([O:4][CH2:5][C:6]([CH3:13])([CH3:12])[CH2:7][S:8]([NH2:11])(=[O:10])=[O:9])(=O)C.CO.C[O-].[Na+]>CO>[OH:4][CH2:5][C:6]([CH3:13])([CH3:12])[CH2:7][S:8]([NH2:11])(=[O:10])=[O:9] |f:1.2.3|. Procedure details: To a solution of 10.0 g of 3-acetoxy-2,2-dimethyl-1-propanesulfonamide in 80 ml of methanol was added 9.2 g of 28 W/W % sodium methoxide methanol solution at room temperature with stirring. After stirring for 30 minutes, the reaction mixture was concentrated to dryness, and the residue was subjected to a silica gel column chromatography, eluting with chloroform-methanol (9:1). The corresponding fractions were concentrated to obtain 6.2 g of 3-hydroxy-2,2,-dimethyl-1-propanesulfonamide. Reactants: S1C(CCC1)O (tetrahydrothiophene-2-ol), CC1([C@@H](N2[C@H](S1)[C@@H](C2=O)NC(=O)[C@@H](C3=CC=C(C=C3)O)N)C(=O)O)C.O.O.O (amoxicillin trihydrate), [OH-].[Na+] (sodium hydroxide). The solvent is C(C)O (ethanol), O (water). Run at temperature 25 celsius, time 2 minute. Yields the product [Na+].S1C(CCC1)NC(C(=O)NC1C2SC(C(N2C1=O)C(=O)[O-])(C)C)C1=CC=C(C=C1)O (6-{[tetrahydro-2-thienylamino-(4-hydroxyphenyl)acetyl]amino}-3,3-dimethyl-7-oxo-4-thia-1-azabicyclo[3.2.0]heptane-2-carboxylic acid sodium salt). Reaction SMILES: [CH3:1][C:2]1([CH3:25])[S:6][C@@H:5]2[C@H:7]([NH:10][C:11]([C@H:13]([NH2:21])[C:14]3[CH:19]=[CH:18][C:17]([OH:20])=[CH:16][CH:15]=3)=[O:12])[C:8](=[O:9])[N:4]2[C@H:3]1[C:22]([OH:24])=[O:23].O.O.O.[S:29]1[CH2:33][CH2:32][CH2:31][CH:30]1O.[OH-].[Na+:36]>O.C(O)C>[Na+:36].[S:29]1[CH2:33][CH2:32][CH2:31][CH:30]1[NH:21][CH:13]([C:14]1[CH:19]=[CH:18][C:17]([OH:20])=[CH:16][CH:15]=1)[C:11]([NH:10][CH:7]1[C:8](=[O:9])[N:4]2[CH:5]1[S:6][C:2]([CH3:25])([CH3:1])[CH:3]2[C:22]([O-:24])=[O:23])=[O:12] |f:0.1.2.3,5.6,9.10|. Procedure: To a stirred suspension of 6.7 g (0.016 mol) of amoxicillin trihydrate in 125 ml of distilled water was added in one portion 16 ml of 1 N aqueous sodium hydroxide solution. The amoxillin quickly dissolved and after two minutes 4.99 g (0.048 mol) of tetrahydrothiophene-2-ol dissolved in 10 ml of absolute ethanol was added. After stirring for two minutes at 25° C. the solution was quickly frozen and lyophilized for 19 hr to give 8.36 g of {2S-[2α, 5α, 6β(S*)]}-6-{[tetrahydro-2-thienylamino-(4-hydr... Reactants: C(C#CC)(=O)O (2-butynoic acid), C1CCC(CC1)N=C=NC2CCCCC2 (DCC), C([O-])([O-])=O.[K+].[K+] (potassium carbonate), NC=1C=C2C(=C(C=NC2=CC1N1CCN(CC1)C)C#N)NC1=CC(=C(C=C1)F)Cl (6-amino-4-(3-chloro-4-fluroanilino)-7-(4-methyl-1-piperazinyl)-3-quinolinecarbonitrile). Run in C(Cl)Cl (DCM), C(Cl)Cl (DCM). Reaction conditions: time 18 hour. Product: ClC=1C=C(NC2=C(C=NC3=CC(=C(C=C23)NC(C#CC)=O)N2CCN(CC2)C)C#N)C=CC1F (N-[4-(3-Chloro-4-fluoroanilino)-3-cyano-7-(4-methyl-1-piperazinyl)-6-quinolinyl]-2-butynamide). Isolated yield 69.2%. As a reaction SMILES: [C:1]([OH:6])(=O)[C:2]#[C:3][CH3:4].C1CCC(N=C=NC2CCCCC2)CC1.[NH2:22][C:23]1[CH:24]=[C:25]2[C:30](=[CH:31][C:32]=1[N:33]1[CH2:38][CH2:37][N:36]([CH3:39])[CH2:35][CH2:34]1)[N:29]=[CH:28][C:27]([C:40]#[N:41])=[C:26]2[NH:42][C:43]1[CH:48]=[CH:47][C:46]([F:49])=[C:45]([Cl:50])[CH:44]=1.C(=O)([O-])[O-].[K+].[K+]>C(Cl)Cl>[Cl:50][C:45]1[CH:44]=[C:43]([CH:48]=[CH:47][C:46]=1[F:49])[NH:42][C:26]1[C:25]2[C:30](=[CH:31][C:32]([N:33]3[CH2:38][CH2:37][N:36]([CH3:39])[CH2:35][CH2:34]3)=[C:23]([NH:22][C:1](=[O:6])[C:2]#[C:3][CH3:4])[CH:24]=2)[N:29]=[CH:28][C:27]=1[C:40]#[N:41] |f:3.4.5|. Procedure: To a stirred solution of 2-butynoic acid (0.25 g, 3.0 mmol) in 1.5 ml of DCM at 0° was added DCC (0.21 g, 1.0 mmol). After 15 m the mixture was warmed to 25°, recooled to 0°, and treated with 6-amino-4-(3-chloro-4-fluroanilino)-7-(4-methyl-1-piperazinyl)-3-quinolinecarbonitrile (0.21 g, 0.50 mmol) followed by 0.5 ml DCM rinse. The resulting mixture was stirred at 25° for 18 h and filtered to remove dicyclohexyl urea. The filtrate was partitioned with water which contained potassium carbonate (0.... Starting materials: O=C([O-])[O-], CCI, CC(C)=O, Oc1ccc(Cl)cc1, [K+], [K+]. Yields the product CCOc1ccc(Cl)cc1. RXN SMILES: [C:12](=[O:13])([O-:14])[O-:15].[CH2:9]([CH3:10])[I:11].[CH3:18][C:19](=[O:20])[CH3:21].[Cl:1][c:2]1[cH:3][cH:4][c:5]([OH:8])[cH:6][cH:7]1.[K+:16].[K+:17]>>[Cl:1][c:2]1[cH:3][cH:4][c:5]([O:8][CH2:9][CH3:10])[cH:6][cH:7]1. Reactants: COC=1C=C(C(=O)N2CC(CC2)(CCS(=O)(=O)C)C2=CC(=C(C=C2)OC)OC)C=C(C1OC)OC (1-(3,4,5-trimethoxy-benzoyl)-3-(3,4-dimethoxy-phenyl)-3-(2-methanesulfonyl-ethyl)-pyrrolidine), C(C)(=O)OCC.CO (ethyl acetate methanol), FC1=CC=C(CN2C(=NC3=C2C=CC=C3)C3(CCNCC3)O)C=C1 (4-[1-(4-fluoro-benzyl)-1 H-benzoimidazol-2-yl]-4-hydroxy-piperidine), C([O-])([O-])=O.[K+].[K+] (potassium carbonate). Run in CN(C=O)C (dimethylformamide), ClCCl (dichloromethane). Run at temperature 72.5 celsius, time 4 day. Product: COC=1C=C(C(=O)N2CC(CC2)(C2=CC(=C(C=C2)OC)OC)CCN2CCC(CC2)(O)C2=NC3=C(N2CC2=CC=C(C=C2)F)C=CC=C3)C=C(C1OC)OC (1-(3,4,5-Trimethoxy-benzoyl)-3-[2-[4-[1-(4-fluoro-benzyl)-1 H-benzoimidazol-2-yl]-4-hydroxy-piperidin-1-yl]-ethyl]-3-(3,4-dimethoxy-phenyl)-pyrrolidine). RXN SMILES: [CH3:1][O:2][C:3]1[CH:4]=[C:5]([CH:29]=[C:30]([O:34][CH3:35])[C:31]=1[O:32][CH3:33])[C:6]([N:8]1[CH2:12][CH2:11][C:10]([C:19]2[CH:24]=[CH:23][C:22]([O:25][CH3:26])=[C:21]([O:27][CH3:28])[CH:20]=2)([CH2:13][CH2:14]S(C)(=O)=O)[CH2:9]1)=[O:7].[F:36][C:37]1[CH:59]=[CH:58][C:40]([CH2:41][N:42]2[C:46]3[CH:47]=[CH:48][CH:49]=[CH:50][C:45]=3[N:44]=[C:43]2[C:51]2([OH:57])[CH2:56][CH2:55][NH:54][CH2:53][CH2:52]2)=[CH:39][CH:38]=1.C(=O)([O-])[O-].[K+].[K+].C(OCC)(=O)C.CO>CN(C)C=O.ClCCl>[CH3:1][O:2][C:3]1[CH:4]=[C:5]([CH:29]=[C:30]([O:34][CH3:35])[C:31]=1[O:32][CH3:33])[C:6]([N:8]1[CH2:12][CH2:11][C:10]([CH2:13][CH2:14][N:54]2[CH2:55][CH2:56][C:51]([C:43]3[N:42]([CH2:41][C:40]4[CH:58]=[CH:59][C:37]([F:36])=[CH:38][CH:39]=4)[C:46]4[CH:47]=[CH:48][CH:49]=[CH:50][C:45]=4[N:44]=3)([OH:57])[CH2:52][CH2:53]2)([C:19]2[CH:24]=[CH:23][C:22]([O:25][CH3:26])=[C:21]([O:27][CH3:28])[CH:20]=2)[CH2:9]1)=[O:7] |f:2.3.4,5.6|. Procedure details: Combine 1-(3,4,5-trimethoxy-benzoyl)-3-(3,4-dimethoxy-phenyl)-3-(2-methanesulfonyl-ethyl)-pyrrolidine (0.70 g, 1.3 mmol) and 4-[1-(4-fluoro-benzyl)-1 H-benzoimidazol-2-yl]-4-hydroxy-piperidine (0.58 g, 1.8 mmol), and potassium carbonate (0.37 g, 2.7 mmol) in dimethylformamide (22 mL). Heat to 70-75° C. After 4 days, cool and evaporate in vacuo to obtain a residue. Partition the residue between ethyl acetate and water. Extract the organic layer with water and a saturated solution of potassium car... Reactants: S(N)(=O)(=O)Cl (Sulphamoyl chloride), C1(=CC=CC=C1)C (toluene), OC1=CC=C(C=C1)SCCCN(C1=CC=C(C#N)C=C1)N1C=NN=C1 (4-{[3-(4-hydroxy-phenylsulfanyl)-propyl]-[1,2,4]triazol-4-yl-amino}-benzonitrile). Run in O (water), O (water), C(C)(=O)OCC (Ethyl acetate), CN(C(C)=O)C (N,N-dimethylacetamide). Reaction conditions: time 18 hour. The product is C(#N)C1=CC=C(C=C1)N(CCCSC1=CC=C(C=C1)OS(N)(=O)=O)N1C=NN=C1 (Sulfamic Acid 4-{3-[(4-cyano-phenyl)-[1,2,4]triazol-4-yl-amino]-propylsulfanyl}-phenyl Ester). As a reaction SMILES: [S:1](Cl)(=[O:4])(=[O:3])[NH2:2].C1(C)C=CC=CC=1.[OH:13][C:14]1[CH:19]=[CH:18][C:17]([S:20][CH2:21][CH2:22][CH2:23][N:24]([N:33]2[CH:37]=[N:36][N:35]=[CH:34]2)[C:25]2[CH:32]=[CH:31][C:28]([C:29]#[N:30])=[CH:27][CH:26]=2)=[CH:16][CH:15]=1>O.C(OCC)(=O)C.CN(C)C(=O)C>[C:29]([C:28]1[CH:31]=[CH:32][C:25]([N:24]([N:33]2[CH:37]=[N:36][N:35]=[CH:34]2)[CH2:23][CH2:22][CH2:21][S:20][C:17]2[CH:18]=[CH:19][C:14]([O:13][S:1](=[O:4])(=[O:3])[NH2:2])=[CH:15][CH:16]=2)=[CH:26][CH:27]=1)#[N:30]. Procedure details: Sulphamoyl chloride solution in toluene (3 mL, 0.7 M, 2.1 mmol) was concentrated under reduced pressure (30° C. water bath temperature) to ca. 0.5 mL volume. The residue was cooled to 0° C. (ice bath) and N,N-dimethylacetamide (5 mL) was added. 4-{[3-(4-hydroxy-phenylsulfanyl)-propyl]-[1,2,4]triazol-4-yl-amino}-benzonitrile (CAB02182, 140 mg, 0.40 mmol) was added to the colourless solution and the mixture was stirred for 18 hours at room temperature. Ethyl acetate (50 mL) and water (50 mL) were ... The reactants are [Li]CCCC, C1CCOC1, COc1ccc(Cl)c(NC(=O)C(C)(C)C)c1, O=C1CCOCC1, O. Yields the product COc1ccc(Cl)c(NC(=O)C(C)(C)C)c1C1(O)CCOCC1. RXN SMILES: [CH2:17]([Li:18])[CH2:19][CH2:20][CH3:21].[CH2:30]1[O:31][CH2:32][CH2:33][CH2:34]1.[Cl:1][c:2]1[c:3]([NH:10][C:11]([C:12]([CH3:13])([CH3:14])[CH3:15])=[O:16])[cH:4][c:5]([O:8][CH3:9])[cH:6][cH:7]1.[O:22]1[CH2:23][CH2:24][C:25](=[O:28])[CH2:26][CH2:27]1.[OH2:29]>>[Cl:1][c:2]1[c:3]([NH:10][C:11]([C:12]([CH3:13])([CH3:14])[CH3:15])=[O:16])[c:4]([C:25]2([OH:28])[CH2:24][CH2:23][O:22][CH2:27][CH2:26]2)[c:5]([O:8][CH3:9])[cH:6][cH:7]1.